This data is from the Open Reaction Database (ORD), a public repository of structured organic reaction records. The task is: describe an organic reaction: reactants, conditions, products, and yield Starting materials: [BH4-], C1CCOC1, CCOC(=O)c1sc(S(C)(=O)=O)nc1N, CO, CCOC(C)=O, [Na+], O. Product: CCOC(=O)c1scnc1N. As a reaction SMILES: [BH4-:23].[CH2:3]1[O:4][CH2:5][CH2:6][CH2:7]1.[CH2:8]([CH3:9])[O:10][C:11](=[O:12])[c:13]1[c:14]([NH2:22])[n:15][c:16]([S:18]([CH3:19])(=[O:20])=[O:21])[s:17]1.[CH3:1][OH:2].[CH3:26][CH2:27][O:28][C:29](=[O:30])[CH3:31].[Na+:24].[OH2:25]>>[CH2:8]([CH3:9])[O:10][C:11](=[O:12])[c:13]1[c:14]([NH2:22])[n:15][cH:16][s:17]1. Reactants: COC(CCl)=O (methylchloroacetate), Cl (hydrochloric acid), [H-].[Na+] (sodium hydride), CN1S(=O)(=O)C2=CC=CC=C2C1=O (N-methylsaccharin). Solvent: CS(=O)C (dimethylsulfoxide). Reaction conditions: time 2 hour. Yields the product 3.07, OC1=C(N(S(C2=C1C=CC=C2)(=O)=O)C)C(=O)OC (Methyl 4-hydroxy-2-methyl-2H-1,2-benzothiazine-3-carboxylate 1,1-dioxide). Yield: 76.0%. Reaction SMILES: [H-].[Na+].[CH3:3][N:4]1[C:14](=[O:15])[C:13]2[C:8](=[CH:9][CH:10]=[CH:11][CH:12]=2)[S:5]1(=[O:7])=[O:6].[CH3:16][O:17][C:18](=[O:21])[CH2:19]Cl.Cl>CS(C)=O>[OH:15][C:14]1[C:13]2[CH:12]=[CH:11][CH:10]=[CH:9][C:8]=2[S:5](=[O:7])(=[O:6])[N:4]([CH3:3])[C:19]=1[C:18]([O:17][CH3:16])=[O:21] |f:0.1|. Procedure details: In a manner similar to Example 6, 864 mg. (0.036 mole) of 99% sodium hydride was added over a two hour period to a solution of 2.9 g. (0.015 mole) of N-methylsaccharin and 9.8 g. (0.09 mole) of methylchloroacetate in 10 ml. of dimethylsulfoxide at 40° C. Stirring was continued at 40°-45° C. for an additional two hours, and the reaction mixture was poured into 150 ml. of 5% hydrochloric acid solution. The precipitate was filtered and dried to give 3.07 (76%) of the desired product. The reactants are ClC1=NC=C(C=C1OC)S(N)(=O)=O (2-Chloro-3-methoxy-5-sulfamoylpyridine), O.NN (hydrazine hydrate). Solvent: CO (methanol), CO (methanol). Yields the product N(N)C1=NC=C(C=C1OC)S(N)(=O)=O (2-Hydrazino-3-Methoxy-5-Sulfamoylpyridine). Reaction SMILES: Cl[C:2]1[C:7]([O:8][CH3:9])=[CH:6][C:5]([S:10](=[O:13])(=[O:12])[NH2:11])=[CH:4][N:3]=1.O.[NH2:15][NH2:16]>CO>[NH:15]([C:2]1[C:7]([O:8][CH3:9])=[CH:6][C:5]([S:10](=[O:13])(=[O:12])[NH2:11])=[CH:4][N:3]=1)[NH2:16] |f:1.2|. Procedure details: 2-Chloro-3-methoxy-5-sulfamoylpyridine (0.3 g, 1.35×10-3 mole) and hydrazine hydrate (0.53 g, approximately 0.01 mole) were added to methanol (20 ml). After refluxing overnight, the reaction mixture was stripped of methanol in vacuo to yield an oil which was cooled in an ice bath and triturated with water (5 ml). The precipitate was collected by filtration and air dried; yield, 0.22 g (75 percent). Starting materials: FC=1C=C(C(=O)NC=2C=CC(=C(NC3=NC(=NC=C3)SC)C2)C)C=C(C1)N1CCOCC1 (4-[5-(3-fluoro-5-morpholinobenzamido)-2-methylanilino]2-methylthiopyrimidine), N1CCOCC1 (morpholine). The solvent is O (water). Reaction conditions: temperature 150 celsius. The product is FC=1C=C(C(=O)NC=2C=CC(=C(NC3=NC(=NC=C3)N3CCOCC3)C2)C)C=C(C1)N1CCOCC1 (4-[5-(3-Fluoro-5-morpholinobenzamido)-2-methylanilino]-2-morpholinopyrimidine). As a reaction SMILES: [F:1][C:2]1[CH:3]=[C:4]([CH:24]=[C:25]([N:27]2[CH2:32][CH2:31][O:30][CH2:29][CH2:28]2)[CH:26]=1)[C:5]([NH:7][C:8]1[CH:9]=[CH:10][C:11]([CH3:23])=[C:12]([CH:22]=1)[NH:13][C:14]1[CH:19]=[CH:18][N:17]=[C:16](SC)[N:15]=1)=[O:6].[NH:33]1[CH2:38][CH2:37][O:36][CH2:35][CH2:34]1>O>[F:1][C:2]1[CH:3]=[C:4]([CH:24]=[C:25]([N:27]2[CH2:32][CH2:31][O:30][CH2:29][CH2:28]2)[CH:26]=1)[C:5]([NH:7][C:8]1[CH:9]=[CH:10][C:11]([CH3:23])=[C:12]([CH:22]=1)[NH:13][C:14]1[CH:19]=[CH:18][N:17]=[C:16]([N:33]2[CH2:38][CH2:37][O:36][CH2:35][CH2:34]2)[N:15]=1)=[O:6]. Procedure details: A mixture of 4-[5-(3-fluoro-5-morpholinobenzamido)-2-methylanilino]2-methylthiopyrimidine (0.228 g) and morpholine (1 ml) was stirred and heated to 150° C. for 10 days. The reaction mixture was allowed to cool to ambient temperature and poured into water (10 ml). The resultant precipitate was collected by filtration and dried in a vacuum oven at 60° C. for 16 hours. There was thus obtained the title compound (0.175 g); NMR Spectrum: (DMSOd6) 2.18 (s, 3H), 3.21 (m, 4H), 3.59 (m, 8H), 3.74 (m, 4H)... Starting materials: COC(=O)C=1C(=C2C=C(C(N(C2=C(N1)C=1C=NC=C(C1)F)CC1=CC=CC=C1)=O)C1=CC=CC=C1)O (1-benzyl-8-(5-fluoro-pyridin-3-yl)-5-hydroxy-2-oxo-3-phenyl-1,2-dihydro-[1,7]naphthyridine-6-carboxylic acid methyl ester), NCCC(=O)O (β-alanine), C[O-].[Na+] (NaOMe). Solvent: C(=O)(O)[O-].[Na+] (NaHCO3). Yields the product C(C1=CC=CC=C1)N1C(C(=CC2=C(C(=NC(=C12)C=1C=NC=C(C1)F)C(=O)NCCC(=O)O)O)C1=CC=CC=C1)=O (3-{[1-Benzyl-8-(5-fluoro-pyridin-3-yl)-5-hydroxy-2-oxo-3-phenyl-1,2-dihydro-[1,7]naphthyridine-6-carbonyl]-amino}-propionic acid). Yield: 38.8%. Reaction SMILES: CO[C:3]([C:5]1[C:6]([OH:36])=[C:7]2[C:12](=[C:13]([C:15]3[CH:16]=[N:17][CH:18]=[C:19]([F:21])[CH:20]=3)[N:14]=1)[N:11]([CH2:22][C:23]1[CH:28]=[CH:27][CH:26]=[CH:25][CH:24]=1)[C:10](=[O:29])[C:9]([C:30]1[CH:35]=[CH:34][CH:33]=[CH:32][CH:31]=1)=[CH:8]2)=[O:4].[NH2:37][CH2:38][CH2:39][C:40]([OH:42])=[O:41].C[O-].[Na+]>C([O-])(O)=O.[Na+]>[CH2:22]([N:11]1[C:12]2[C:7](=[C:6]([OH:36])[C:5]([C:3]([NH:37][CH2:38][CH2:39][C:40]([OH:42])=[O:41])=[O:4])=[N:14][C:13]=2[C:15]2[CH:16]=[N:17][CH:18]=[C:19]([F:21])[CH:20]=2)[CH:8]=[C:9]([C:30]2[CH:35]=[CH:34][CH:33]=[CH:32][CH:31]=2)[C:10]1=[O:29])[C:23]1[CH:24]=[CH:25][CH:26]=[CH:27][CH:28]=1 |f:2.3,4.5|. Procedure: A mixture of 1-benzyl-8-(5-fluoro-pyridin-3-yl)-5-hydroxy-2-oxo-3-phenyl-1,2-dihydro-[1,7]naphthyridine-6-carboxylic acid methyl ester (32 mg, 0.067 mmol), β-alanine (593 mg, 6.7 mmol) and NaOMe solution (10 mL, 5.0 mmol, 0.5 M in MeOH) was refluxed for 16 h. After the mixture was cooled to r.t., the solvent was evaporated in vacuo. The residue was partitioned between EtOAc and water. 1 M HCl was added with vigorous stirring until pH was about 3-4. The aqueous layer was extracted with additional...